Task: describe an organic reaction: reactants, conditions, products, and yield. Dataset: the Open Reaction Database (ORD), a public repository of structured organic reaction records The product is C(C(C)(C)C)(=O)OC1=C(C=CC=C1OC)CON=C(C)C1=NC(=CC(=C1)C)C (1-(4,6-Dimethyl-2-pyridinyl)ethanone O-[(2-Pivaloyloxy-3-methoxyphenyl)methyl] Oxime). Run at time 5 hour. Solvent: C(Cl)Cl (methylene chloride). Reaction SMILES: [OH:1][C:2]1[C:7]([O:8][CH3:9])=[CH:6][CH:5]=[CH:4][C:3]=1[CH2:10][O:11][N:12]=[C:13]([C:15]1[CH:20]=[C:19]([CH3:21])[CH:18]=[C:17]([CH3:22])[N:16]=1)[CH3:14].N1C=CC=CC=1.[C:29](Cl)(=[O:34])[C:30]([CH3:33])([CH3:32])[CH3:31]>C(Cl)Cl.CN(C1C=CN=CC=1)C>[C:29]([O:1][C:2]1[C:7]([O:8][CH3:9])=[CH:6][CH:5]=[CH:4][C:3]=1[CH2:10][O:11][N:12]=[C:13]([C:15]1[CH:20]=[C:19]([CH3:21])[CH:18]=[C:17]([CH3:22])[N:16]=1)[CH3:14])(=[O:34])[C:30]([CH3:33])([CH3:32])[CH3:31]. The reagents and catalysts are CN(C)C1=CC=NC=C1 (4-(N,N-dimethylamino)pyridine). Reactants: resultant solution, N1=CC=CC=C1 (pyridine), C(C(C)(C)C)(=O)Cl (pivalic chloride), OC1=C(C=CC=C1OC)CON=C(C)C1=NC(=CC(=C1)C)C (1-(4,6-dimethyl-2-pyridinyl)ethanone O-[(2-hydroxy-3-methoxyphenyl)methyl]oxime). Procedure: 0.2 g (0.67 mmol) of 1-(4,6-dimethyl-2-pyridinyl)ethanone O-[(2-hydroxy-3-methoxyphenyl)methyl]oxime was dissolved in 5 ml of methylene chloride. The resultant solution was added with 0.11 g (1.34 mmol) of pyridine, 5 mg of 4-(N,N-dimethylamino)pyridine and 0.12 g (1.00 mmol) of pivalic chloride. The obtained mixture was heated to reach the reflux temperature and stirred for 5 hours to complete a reaction. The reacted solution was washed with water and saturated saline solution in sequence, and ... Reactants: ClC1=CC=C(C(=O)CC(=O)OCC)C=C1 (ethyl p-chlorobenzoylacetate), S(=O)(=O)(Cl)Cl (sulfuryl chloride). Run in C(Cl)(Cl)Cl (chloroform). Product: ClC1=C(C(=O)CC(=O)OCC)C=CC(=C1)Cl (ethyl 2-chloro-p-chlorobenzoylacetate). The yield is 107.2%. As a reaction SMILES: [Cl:1][C:2]1[CH:15]=[CH:14][C:5]([C:6]([CH2:8][C:9]([O:11][CH2:12][CH3:13])=[O:10])=[O:7])=[CH:4][CH:3]=1.S(Cl)([Cl:19])(=O)=O>C(Cl)(Cl)Cl>[Cl:19][C:4]1[CH:3]=[C:2]([Cl:1])[CH:15]=[CH:14][C:5]=1[C:6]([CH2:8][C:9]([O:11][CH2:12][CH3:13])=[O:10])=[O:7]. Reported procedure: To a cold (5° C.) vigorously stirred mixture of 121.87 g (0.936 mole) of ethyl acetoacetate, 314 ml. of benzene and 626 ml. of water was added 41.25 ml. of 33% sodium hydroxide. To the above mixture was added simultaneously in two dropping funnels 177.0 g (1.01 mole) of p-chlorobenzoyl chloride and 188.8 ml. of 33% sodium hydroxide in 2 hours. The reaction mixture became pasty. The reaction mixture was heated at 35° C. for 1 hour, cooled and filtered to give 170.0 g of sodium salt of ethyl 2-ben... Reactants: ClC1=C(C(=C2C=CC(=NC2=C1)C)C1=CC=C(C=C1)Cl)O (7-chloro-5-(4-chlorophenyl)-2-methylquinolin-6-ol), BrC1=C2C=CC(=NC2=CC(=C1O)C)C (5-bromo-2,7-dimethylquinolin-6-ol). Yields the product ClC1=CC=C(C=C1)C1=C2C=CC(=NC2=CC(=C1O)C)C (5-(4-chlorophenyl)-2,7-dimethylquinolin-6-ol). RXN SMILES: Cl[C:2]1[CH:11]=[C:10]2[C:5]([CH:6]=[CH:7][C:8]([CH3:12])=[N:9]2)=[C:4]([C:13]2[CH:18]=[CH:17][C:16]([Cl:19])=[CH:15][CH:14]=2)[C:3]=1[OH:20].Br[C:22]1C(O)=C(C)C=C2C=1C=CC(C)=N2>>[Cl:19][C:16]1[CH:17]=[CH:18][C:13]([C:4]2[C:3]([OH:20])=[C:2]([CH3:22])[CH:11]=[C:10]3[C:5]=2[CH:6]=[CH:7][C:8]([CH3:12])=[N:9]3)=[CH:14][CH:15]=1. Reported procedure: Compound 2D was prepared following the procedure used to prepare compound 1E of Example 1, except that 5-bromo-2,7-dimethylquinolin-6-ol (2C) was used instead of compound 1D. LCMS-ESI+ (m/z): 284.2, 286.2 (M+H)+. Starting materials: [Cl-].[NH4+] (ammonium chloride), CC1C(CCC2=CC=CC=C12)=O (1-methyl-2-tetralone), C(C)(=O)OCC=C (allyl acetate), C([O-])([O-])=O.[Cs+].[Cs+] (cesium carbonate), 1,2-diaminocyclohexane-N,N′-bis(2′-diphenylphosphinobenzoyl). The reagents and catalysts are C=1C=CC(=CC1)/C=C/C(=O)/C=C/C2=CC=CC=C2.C=1C=CC(=CC1)/C=C/C(=O)/C=C/C2=CC=CC=C2.C=1C=CC(=CC1)/C=C/C(=O)/C=C/C2=CC=CC=C2.[Pd].[Pd] (tris(dibenzylideneacetone)dipalladium(0)). Solvent: C(C)(=O)OCC (ethyl acetate), O1CCCC1 (tetrahydrofuran). Conditions: time 4 day. Product: C(C=C)C1(C(CCC2=CC=CC=C12)=O)C (1-allyl-1-methyl-3,4-dihydronaphthalen-2(1H)-one). Yield: 80.6%. As a reaction SMILES: [CH3:1][CH:2]1[C:11]2[C:6](=[CH:7][CH:8]=[CH:9][CH:10]=2)[CH2:5][CH2:4][C:3]1=O.C([O:16][CH2:17][CH:18]=[CH2:19])(=O)C.C(=O)([O-])[O-].[Cs+].[Cs+].[Cl-].[NH4+]>O1CCCC1.C1C=CC(/C=C/C(/C=C/C2C=CC=CC=2)=O)=CC=1.C1C=CC(/C=C/C(/C=C/C2C=CC=CC=2)=O)=CC=1.C1C=CC(/C=C/C(/C=C/C2C=CC=CC=2)=O)=CC=1.[Pd].[Pd].C(OCC)(=O)C>[CH2:3]([C:2]1([CH3:1])[C:11]2[C:6](=[CH:7][CH:8]=[CH:9][CH:10]=2)[CH2:16][CH2:17][C:18]1=[O:19])[CH:4]=[CH2:5] |f:2.3.4,5.6,8.9.10.11.12|. Procedure: To a solution of 1-methyl-2-tetralone (10.0 g, 62.4 mmol), allyl acetate (7.42 mL, 68.7 mmol), cesium carbonate (20.3 g, 62.4 mmol), tris(dibenzylideneacetone)dipalladium(0) (0.143 g, 0.156 mmol), 1,2-diaminocyclohexane-N,N′-bis(2′-diphenylphosphinobenzoyl) (0.215 g, 0.312 mmol) in tetrahydrofuran (300 mL) was bubbled a stream of nitrogen through the mixture for ten minutes. The solution was then stirred at room temperature for 4 days followed by the addition of ethyl acetate (200 mL) and a satu... Starting materials: [NH4+].[Cl-] (NH4Cl), B(F)(F)F (BF3), R-(+) benzyl glycidyl epoxide, C(#C)C1CCN(CC1)C(=O)OC(C)(C)C (tert-butyl 4-ethynylpiperidine-1-carboxylate), [Li]CCCC (n-BuLi), O (water). Solvent: C1CCOC1 (THF), C1CCOC1 (THF). Run at temperature -78 celsius. Yields the product C(C1=CC=CC=C1)OC[C@@H](CC#CC1CCN(CC1)C(=O)OC(C)(C)C)O (tert-butyl 4-[(4R)-5-(benzyloxy)-4-hydroxypent-1-yn-1-yl]piperidine-1-carboxylate). As a reaction SMILES: [C:1]([CH:3]1[CH2:8][CH2:7][N:6]([C:9]([O:11][C:12]([CH3:15])([CH3:14])[CH3:13])=[O:10])[CH2:5][CH2:4]1)#[CH:2].[Li][CH2:17][CH2:18][CH2:19][CH3:20].B(F)(F)F.[NH4+].[Cl-].[OH2:27]>C1COCC1>[CH2:17]([O:27][CH2:13][C@H:12]([OH:11])[CH2:14][C:2]#[C:1][CH:3]1[CH2:4][CH2:5][N:6]([C:9]([O:11][C:12]([CH3:15])([CH3:14])[CH3:13])=[O:10])[CH2:7][CH2:8]1)[C:18]1[CH:3]=[CH:1][CH:2]=[CH:20][CH:19]=1 |f:3.4|. Procedure details: Commercially available tert-butyl 4-ethynylpiperidine-1-carboxylate was dissolved in 40 ml of THF and cooled to −78° C. forming a white slurry. Titrated n-BuLi (2.2 M in hexanes, 23.9 ml, 52.6 mmol) was added drop wise with stirring. The clear colorless solution was stirred at −78° C. for 5 minutes. A solution of the R-(+) benzyl glycidyl epoxide (8.63 g, 52.6 mmol) in THF (20 ml) was added drop wise. BF3 etherate (8.43 g, 59.7 mmol) was then added drop wise with a syringe and the solution stirr...